This data is from the Open Reaction Database (ORD), a public repository of structured organic reaction records. The task is: describe an organic reaction: reactants, conditions, products, and yield Starting materials: CNc1cc(Cc2ccc(NC(=O)Nc3ccc(C)cc3)cc2)ncn1, O=C=Nc1cccc(C(F)(F)F)c1. Yields the product CNc1cc(Cc2ccc(NC(=O)Nc3cccc(C(F)(F)F)c3)cc2)ncn1. As a reaction SMILES: [CH3:1][NH:2][c:3]1[cH:4][c:5]([CH2:9][c:10]2[cH:11][cH:12][c:13]([NH:16][C:17]([NH:18][c:19]3[cH:20][cH:21][c:22]([CH3:23])[cH:24][cH:25]3)=[O:26])[cH:14][cH:15]2)[n:6][cH:7][n:8]1.[F:27][C:28]([c:29]1[cH:30][c:31]([N:35]=[C:36]=[O:37])[cH:32][cH:33][cH:34]1)([F:38])[F:39]>>[CH3:1][NH:2][c:3]1[cH:4][c:5]([CH2:9][c:10]2[cH:11][cH:12][c:13]([NH:16][C:36]([NH:35][c:31]3[cH:30][c:29]([C:28]([F:27])([F:38])[F:39])[cH:34][cH:33][cH:32]3)=[O:37])[cH:14][cH:15]2)[n:6][cH:7][n:8]1.